This data is from the Open Reaction Database (ORD), a public repository of structured organic reaction records. The task is: describe an organic reaction: reactants, conditions, products, and yield The reactants are BrC=1C=CC2=C(C(=NCC(=N2)NN)C2=C(C=CC=C2)Cl)C1 (7-bromo-2-hydrazino-5-(o-chlorophenyl)-3H-1,4-benzodiazepine), COCCC(C(=O)O)=O (4-methoxy-2-oxobutyric acid). Product: BrC=1C=CC2=C(C(=NCC(=N2)NN=C(CCOC)C(=O)O)C2=C(C=CC=C2)Cl)C1 (7-bromo-2-[(1-carboxy-3-methoxypropylidene)-hydrazino]-5-(o-chlorophenyl)-3H-1,4-benzodiazepine). As a reaction SMILES: [Br:1][C:2]1[CH:3]=[CH:4][C:5]2[N:11]=[C:10]([NH:12][NH2:13])[CH2:9][N:8]=[C:7]([C:14]3[CH:19]=[CH:18][CH:17]=[CH:16][C:15]=3[Cl:20])[C:6]=2[CH:21]=1.[CH3:22][O:23][CH2:24][CH2:25][C:26](=O)[C:27]([OH:29])=[O:28]>>[Br:1][C:2]1[CH:3]=[CH:4][C:5]2[N:11]=[C:10]([NH:12][N:13]=[C:26]([C:27]([OH:29])=[O:28])[CH2:25][CH2:24][O:23][CH3:22])[CH2:9][N:8]=[C:7]([C:14]3[CH:19]=[CH:18][CH:17]=[CH:16][C:15]=3[Cl:20])[C:6]=2[CH:21]=1. Procedure: In the manner given in Example 9, 7-bromo-2-hydrazino-5-(o-chlorophenyl)-3H-1,4-benzodiazepine can be stirred with 4-methoxy-2-oxobutyric acid at room temperature to give 7-bromo-2-[(1-carboxy-3-methoxypropylidene)-hydrazino]-5-(o-chlorophenyl)-3H-1,4-benzodiazepine. Starting materials: OC[C@@H](C(=O)OC)NC(C1=CC=CC=C1)(C1=CC=CC=C1)C1=CC=CC=C1 ((S)-methyl 3-hydroxy-2-(tritylamino)propanoate), C1(=CC=CC=C1)P(C1=CC=CC=C1)C1=CC=CC=C1 (triphenylphosphine), C1=C(C=CC=C1O)C (m-cresol), CC(C)OC(=O)/N=N/C(=O)OC(C)C (diisopropylazodicarboxylate). Solvent: C1(=CC=CC=C1)C (toluene). Run at time 30 minute. Product: C1(=CC(=CC=C1)OC[C@@H](C(=O)OC)NC(C1=CC=CC=C1)(C1=CC=CC=C1)C1=CC=CC=C1)C ((S)-methyl 3-(m-tolyloxy)-2-(tritylamino)propanoate). As a reaction SMILES: [OH:1][CH2:2][C@H:3]([NH:8][C:9]([C:22]1[CH:27]=[CH:26][CH:25]=[CH:24][CH:23]=1)([C:16]1[CH:21]=[CH:20][CH:19]=[CH:18][CH:17]=1)[C:10]1[CH:15]=[CH:14][CH:13]=[CH:12][CH:11]=1)[C:4]([O:6][CH3:7])=[O:5].C1(P(C2C=CC=CC=2)C2C=CC=CC=2)C=CC=CC=1.[CH:47]1[C:52](O)=[CH:51][CH:50]=[CH:49][C:48]=1[CH3:54].CC(OC(/N=N/C(OC(C)C)=O)=O)C>C1(C)C=CC=CC=1>[C:48]1([CH3:54])[CH:49]=[CH:50][CH:51]=[C:52]([O:1][CH2:2][C@H:3]([NH:8][C:9]([C:22]2[CH:23]=[CH:24][CH:25]=[CH:26][CH:27]=2)([C:10]2[CH:15]=[CH:14][CH:13]=[CH:12][CH:11]=2)[C:16]2[CH:17]=[CH:18][CH:19]=[CH:20][CH:21]=2)[C:4]([O:6][CH3:7])=[O:5])[CH:47]=1. Procedure: To a round-bottom flask equipped with a stir bar was added (S)-methyl 3-hydroxy-2-(tritylamino)propanoate (10.0 g, 27.7 mmol), triphenylphosphine (7.98 g, 30.4 mmol) and toluene (100 mL). The solution was stirred at room temperature for 30 min., then to the solution was added m-cresol (3.78 mL, 36.0 mmol) and diisopropylazodicarboxylate (“DIAD”, 5.92 mL, 30.4 mmol). The solution was heated at 80° C. with stirring for 18 h. The solution was cooled to room temperature and concentrated and the resu... Reactants: C(C)(C)N1CCC(CC1)OC=1C=C2C=C(NC2=CC1)C(=O)N1CCOCC1 ([5-(1-isopropyl-piperidin-4-yloxy)-1H-indol-2-yl]-morpholin-4-yl-methanone), C(C)(C)N1CCC(CC1)OC=1C=C2C=C(NC2=CC1)C(=O)N1CCOCC1 ([5-(1-isopropyl-piperidin-4-yloxy)-1H-indol-2-yl]-morpholin-4-yl-methanone), CC1=CC=C(C=C1)B(O)O (4-methylbenzeneboronic acid). Product: C(C)(C)N1CCC(CC1)OC=1C=C2C=C(N(C2=CC1)C1=CC=C(C=C1)C)C(=O)N1CCOCC1 ([5-(1-Isopropyl-piperidin-4-yloxy)-1-p-tolyl-1H-indol-2-yl]-morpholin-4-yl-methanone). As a reaction SMILES: [CH:1]([N:4]1[CH2:9][CH2:8][CH:7]([O:10][C:11]2[CH:12]=[C:13]3[C:17](=[CH:18][CH:19]=2)[NH:16][C:15]([C:20]([N:22]2[CH2:27][CH2:26][O:25][CH2:24][CH2:23]2)=[O:21])=[CH:14]3)[CH2:6][CH2:5]1)([CH3:3])[CH3:2].[CH3:28][C:29]1[CH:34]=[CH:33][C:32](B(O)O)=[CH:31][CH:30]=1>>[CH:1]([N:4]1[CH2:5][CH2:6][CH:7]([O:10][C:11]2[CH:12]=[C:13]3[C:17](=[CH:18][CH:19]=2)[N:16]([C:32]2[CH:33]=[CH:34][C:29]([CH3:28])=[CH:30][CH:31]=2)[C:15]([C:20]([N:22]2[CH2:27][CH2:26][O:25][CH2:24][CH2:23]2)=[O:21])=[CH:14]3)[CH2:8][CH2:9]1)([CH3:3])[CH3:2]. Procedure: In analogy to the procedure described for the synthesis of example 6, the title compound was synthesized from [5-(1-isopropyl-piperidin-4-yloxy)-1H-indol-2-yl]-morpholin-4-yl-methanone (intermediate 2) and 4-methylbenzeneboronic acid. The title compound was obtained in 57% yield as a yellow foam. MS (m/e): 462.2 (MH+, 100%). Reactants: FC1=C(C#N)C=CC=C1F (2,3-difluoro-benzonitrile), CC=1N=CNC1 (4-methylimidazole), C([O-])([O-])=O.[K+].[K+] (potassium carbonate). The product is FC=1C(=C(C#N)C=CC1)N1C=NC(=C1)C (3-Fluoro-2-(4-methyl-imidazol-1-yl)-benzonitrile). Yield: 28.0%. RXN SMILES: F[C:2]1[C:9]([F:10])=[CH:8][CH:7]=[CH:6][C:3]=1[C:4]#[N:5].[CH3:11][C:12]1[N:13]=[CH:14][NH:15][CH:16]=1.C(=O)([O-])[O-].[K+].[K+]>>[F:10][C:9]1[C:2]([N:15]2[CH:16]=[C:12]([CH3:11])[N:13]=[CH:14]2)=[C:3]([CH:6]=[CH:7][CH:8]=1)[C:4]#[N:5] |f:2.3.4|. Reported procedure: In analogy to example 5a, 2,3-difluoro-benzonitrile was reacted with 4-methylimidazole and potassium carbonate for 16 h at 90° C. After aqueous workup and crystallization from Ethyl acetate/diisopropylether the title compound was obtained as an off-white solid (yield: 28%). 1H-NMR (300 MHz, DMSO): δ=2.19 (d, J=0.9 Hz, 3H), 7.26 (s with fine splitting, 1H), 7.71-7.89 (m, 1H), 7.86-7.94 (m, 3H) Starting materials: C(C=C)(=O)Cl (acrylic acid chloride), NC1=NN(C(C1C1=NNC=C1)=O)C1=C(C=C(C=C1Cl)Cl)Cl (3-amino-1-(2,4,6-trichlorophenyl)-4-pyrazolyl-5-oxo-2-pyrazoline), [OH-].[Na+] (sodium hydroxide), N1=CC=CC=C1 (pyridine), [N+](=O)([O-])C1=CC=CC=C1 (nitrobenzene). The solvent is O (water), O1CCCC1 (tetrahydrofuran), O (water), C(C)(=O)O (acetic acid). Conditions: time 1.5 hour. Product: ClC1=C(C(=CC(=C1)Cl)Cl)N1N=C(C(C1=O)C1=NNC=C1)NC(C=C)=O ((2,4,6-trichlorophenyl)-3-acrylamido-4-pyrazolyl-5-oxo-2-pyrazoline). The yield is 32.1%. As a reaction SMILES: [NH2:1][C:2]1[CH:6]([C:7]2[CH:11]=[CH:10][NH:9][N:8]=2)[C:5](=[O:12])[N:4]([C:13]2[C:18]([Cl:19])=[CH:17][C:16]([Cl:20])=[CH:15][C:14]=2[Cl:21])[N:3]=1.N1C=CC=CC=1.[N+](C1C=CC=CC=1)([O-])=O.[C:37](Cl)(=[O:40])[CH:38]=[CH2:39].[OH-].[Na+]>O1CCCC1.C(O)(=O)C.O>[Cl:21][C:14]1[CH:15]=[C:16]([Cl:20])[CH:17]=[C:18]([Cl:19])[C:13]=1[N:4]1[C:5](=[O:12])[CH:6]([C:7]2[CH:11]=[CH:10][NH:9][N:8]=2)[C:2]([NH:1][C:37](=[O:40])[CH:38]=[CH2:39])=[N:3]1 |f:4.5|. Procedure details: Next, 17 g (0.05 mol) of the 3-amino-1-(2,4,6-trichlorophenyl)-4-pyrazolyl-5-oxo-2-pyrazoline was dissolved in 300 ml qf tetrahydrofuran, to which were added 10 ml (0.13 mol) of pyridine and 1 ml of nitrobenzene. Then, 31.1 g (0.12 mol) of acrylic acid chloride was added under cooling with ice, after which the mixture was stirred for 1.5 hours. Next, 500 ml of water was added, extraction with ethyl acetate was effected, and the extract was dried over anhydrous sodium sulfate. The solvent was dis... Reactants: COCCOC, C(=NC1CCCCC1)=NC1CCCCC1, NCCCNCCCCNCCCN, CN(C)C=O, O=C(O)c1ccc(O)cc1. The product is NCCCNCCCCNCCCNC(=O)c1ccc(O)cc1. Reaction SMILES: [CH3:40][O:41][CH2:42][CH2:43][O:44][CH3:45].[CH:11]1([N:12]=[C:13]=[N:14][CH:15]2[CH2:16][CH2:17][CH2:18][CH2:19][CH2:20]2)[CH2:21][CH2:22][CH2:23][CH2:24][CH2:25]1.[NH2:26][CH2:27][CH2:28][CH2:29][NH:30][CH2:31][CH2:32][CH2:33][CH2:34][NH:35][CH2:36][CH2:37][CH2:38][NH2:39].[O:46]=[CH:47][N:48]([CH3:49])[CH3:50].[OH:1][C:2](=[O:3])[c:4]1[cH:5][cH:6][c:7]([OH:8])[cH:9][cH:10]1>>[C:2](=[O:3])([c:4]1[cH:5][cH:6][c:7]([OH:8])[cH:9][cH:10]1)[NH:39][CH2:38][CH2:37][CH2:36][NH:35][CH2:34][CH2:33][CH2:32][CH2:31][NH:30][CH2:29][CH2:28][CH2:27][NH2:26]. The reactants are [Si](C)(C)(C(C)(C)C)O[C@@H]1C=2C(=C(C(=NC2CC(C1)(C)C)C(C)C)C=O)I ((S)-5-(tert-butyldimethylsilyloxy)-4-iodo-2-isopropyl-7,7-dimethyl-5,6,7,8-tetrahydroquinoline-3-carbaldehyde), ClC1=CC=C(C=C1)[Mg]Br (4-chlorophenylmagnesium bromide). Yields the product [Si](C)(C)(C(C)(C)C)O[C@@H]1C=2C(=C(C(=NC2CC(C1)(C)C)C(C)C)[C@@H](O)C1=CC=C(C=C1)Cl)I ((S)—((S)-5-(tert-butyldimethylsilyloxy)-4-iodo-2-isopropyl-7,7-dimethyl-5,6,7,8-tetrahydroquinolin-3-yl)(4-chlorophenyl)methanol). As a reaction SMILES: [Si:1]([O:8][C@H:9]1[CH2:18][C:17]([CH3:20])([CH3:19])[CH2:16][C:15]2[N:14]=[C:13]([CH:21]([CH3:23])[CH3:22])[C:12]([CH:24]=[O:25])=[C:11]([I:26])[C:10]1=2)([C:4]([CH3:7])([CH3:6])[CH3:5])([CH3:3])[CH3:2].[Cl:27][C:28]1[CH:33]=[CH:32][C:31]([Mg]Br)=[CH:30][CH:29]=1>>[Si:1]([O:8][C@H:9]1[CH2:18][C:17]([CH3:19])([CH3:20])[CH2:16][C:15]2[N:14]=[C:13]([CH:21]([CH3:22])[CH3:23])[C:12]([C@H:24]([C:31]3[CH:32]=[CH:33][C:28]([Cl:27])=[CH:29][CH:30]=3)[OH:25])=[C:11]([I:26])[C:10]1=2)([C:4]([CH3:5])([CH3:6])[CH3:7])([CH3:3])[CH3:2]. Reported procedure: Obtained by starting from (S)-5-(tert-butyldimethylsilyloxy)-4-iodo-2-isopropyl-7,7-dimethyl-5,6,7,8-tetrahydroquinoline-3-carbaldehyde and 4-chlorophenylmagnesium bromide.